Dataset: the Open Reaction Database (ORD), a public repository of structured organic reaction records. Task: describe an organic reaction: reactants, conditions, products, and yield The reactants are CC(C)(C)OC(=O)NC1=NC(c2cc([N+](=O)[O-])ccc2F)(C(F)F)COC1, C1CCOC1, [H][H]. Yields the product CC(C)(C)OC(=O)NC1=NC(c2cc(N)ccc2F)(C(F)F)COC1. Reaction SMILES: [C:1]([CH3:2])([CH3:3])([CH3:4])[O:5][C:6]([NH:7][C:8]1=[N:13][C:12]([c:14]2[c:15]([F:23])[cH:16][cH:17][c:18]([N+:20]([O-:21])=[O:22])[cH:19]2)([CH:24]([F:25])[F:26])[CH2:11][O:10][CH2:9]1)=[O:27].[CH2:30]1[O:31][CH2:32][CH2:33][CH2:34]1.[H:28][H:29]>>[C:1]([CH3:2])([CH3:3])([CH3:4])[O:5][C:6]([NH:7][C:8]1=[N:13][C:12]([c:14]2[c:15]([F:23])[cH:16][cH:17][c:18]([NH2:20])[cH:19]2)([CH:24]([F:25])[F:26])[CH2:11][O:10][CH2:9]1)=[O:27]. Starting materials: ClC1=C(C=CC2=CC=CC=C12)CCCN (3-(1-chloronaphthalen-2-yl)propan-1-amine), O1C(=CC=C1)C=O (furan-2-carbaldehyde), compound I. The product is ClC1=C(C=CC2=CC=CC=C12)CCCNCC=1OC=CC1 (3-(1-chloronaphthalen-2-yl)-N-(furan-2-ylmethyl)propan-1-amine). Yield: 45.0%. RXN SMILES: [Cl:1][C:2]1[C:11]2[C:6](=[CH:7][CH:8]=[CH:9][CH:10]=2)[CH:5]=[CH:4][C:3]=1[CH2:12][CH2:13][CH2:14][NH2:15].[O:16]1[CH:20]=[CH:19][CH:18]=[C:17]1[CH:21]=O>>[Cl:1][C:2]1[C:11]2[C:6](=[CH:7][CH:8]=[CH:9][CH:10]=2)[CH:5]=[CH:4][C:3]=1[CH2:12][CH2:13][CH2:14][NH:15][CH2:21][C:17]1[O:16][CH:20]=[CH:19][CH:18]=1. Reported procedure: The reductive ammination of 3-(1-chloronaphthalen-2-yl)propan-1-amine and furan-2-carbaldehyde was performed as described for compound I to obtain the compound as a pale yellow oil (45% yield). The reactants are BrCc1ccccc1Br, O=Cc1cccc2[nH]ccc12. Yields the product O=Cc1cccc2[nH]c(Cc3ccccc3Br)cc12. RXN SMILES: [Br:1][c:2]1[c:3]([CH2:4][Br:5])[cH:6][cH:7][cH:8][cH:9]1.[nH:10]1[cH:11][cH:12][c:13]2[c:14]([CH:19]=[O:20])[cH:15][cH:16][cH:17][c:18]12>>[Br:1][c:2]1[c:3]([CH2:4][c:11]2[nH:10][c:18]3[c:13]([cH:12]2)[c:14]([CH:19]=[O:20])[cH:15][cH:16][cH:17]3)[cH:6][cH:7][cH:8][cH:9]1. Starting materials: OC1=C(C=C(C=C1)O)C(C)=O (2',5'-dihydroxyacetophenone), S1C(=CC=C1)C(=O)Cl (2-thiophenecarbonyl chloride), BrCCCCCCCl (1-bromo-6-chlorohexane), OC1CCNCC1 (4-hydroxypiperidine). Yields the product Cl.OC1CCN(CC1)CCCCCCOC=1C=CC2=C(C(C=C(O2)C=2SC=CC2)=O)C1 (6-[6-(4-Hydroxypiperidinyl)hexoxy]-2-(2-thienyl)-4H-1-benzopyran-4-one hydrochloride). Reaction SMILES: [OH:1][C:2]1[CH:7]=[CH:6][C:5]([OH:8])=[CH:4][C:3]=1[C:9](=[O:11])[CH3:10].[S:12]1[CH:16]=[CH:15][CH:14]=[C:13]1[C:17]([Cl:19])=O.Br[CH2:21][CH2:22][CH2:23][CH2:24][CH2:25][CH2:26]Cl.[OH:28][CH:29]1[CH2:34][CH2:33][NH:32][CH2:31][CH2:30]1>>[ClH:19].[OH:28][CH:29]1[CH2:34][CH2:33][N:32]([CH2:21][CH2:22][CH2:23][CH2:24][CH2:25][CH2:26][O:8][C:5]2[CH:6]=[CH:7][C:2]3[O:1][C:17]([C:13]4[S:12][CH:16]=[CH:15][CH:14]=4)=[CH:10][C:9](=[O:11])[C:3]=3[CH:4]=2)[CH2:31][CH2:30]1 |f:4.5|. Reported procedure: The compound was prepared by a method similar to Example 11 from 2',5'-dihydroxyacetophenone, 2-thiophenecarbonyl chloride, 1-bromo-6-chlorohexane, and 4-hydroxypiperidine: mp 211°-212° C. The reactants are COc1ccc(CN)cc1, COc1ccc(CNc2nc(Nc3ccccc3OC)nc(NC3CCCCC3)n2)cc1. Product: COc1ccc(CNc2nc(Nc3ccc(OC)cc3)nc(NC3CCCCC3)n2)cc1. As a reaction SMILES: [CH3:1][O:2][c:3]1[cH:4][cH:5][c:6]([CH2:7][NH2:8])[cH:9][cH:10]1.[CH:11]1([NH:17][c:18]2[n:19][c:20]([NH:34][c:35]3[cH:36][cH:37][cH:38][cH:39][c:40]3[O:41][CH3:42])[n:21][c:22]([NH:24][CH2:25][c:26]3[cH:27][cH:28][c:29]([O:32][CH3:33])[cH:30][cH:31]3)[n:23]2)[CH2:12][CH2:13][CH2:14][CH2:15][CH2:16]1>>[CH3:1][O:2][c:3]1[cH:4][cH:5][c:6]([NH:34][c:20]2[n:19][c:18]([NH:17][CH:11]3[CH2:12][CH2:13][CH2:14][CH2:15][CH2:16]3)[n:23][c:22]([NH:24][CH2:25][c:26]3[cH:27][cH:28][c:29]([O:32][CH3:33])[cH:30][cH:31]3)[n:21]2)[cH:9][cH:10]1. The reactants are F[B-](F)(F)F (BF4−), COC=1C=C(C=CC1OC)C(C(=S)N)NC1=CC=C(C=C1)C1=NOC(=N1)C (2-(3,4-dimethoxyphenyl)-2-[4-(5-methyl-[1,2,4]oxadiazol-3-yl)phenylamino]thioacetamide), C(C)(=O)OCC (ethyl acetate), C(O)([O-])=O.[Na+] (sodium hydrogen carbonate). Solvent: ClCCl (dichloromethane). Reaction conditions: time 18 hour. Product: CSC(C(NC1=CC=C(C=C1)C1=NOC(=N1)C)C1=CC(=C(C=C1)OC)OC)=N (2-(3,4-dimethoxyphenyl)-2-[4-(5-methyl-[1,2,4]oxadiazol-3-yl)phenylamino]thioacetimidic acid methyl ester). Reaction SMILES: F[B-](F)(F)F.[CH3:6][O:7][C:8]1[CH:9]=[C:10]([CH:16]([NH:20][C:21]2[CH:26]=[CH:25][C:24]([C:27]3[N:31]=[C:30]([CH3:32])[O:29][N:28]=3)=[CH:23][CH:22]=2)[C:17]([NH2:19])=[S:18])[CH:11]=[CH:12][C:13]=1[O:14][CH3:15].[C:33](OCC)(=O)C.C(=O)([O-])O.[Na+]>ClCCl>[CH3:33][S:18][C:17](=[NH:19])[CH:16]([C:10]1[CH:11]=[CH:12][C:13]([O:14][CH3:15])=[C:8]([O:7][CH3:6])[CH:9]=1)[NH:20][C:21]1[CH:26]=[CH:25][C:24]([C:27]2[N:31]=[C:30]([CH3:32])[O:29][N:28]=2)=[CH:23][CH:22]=1 |f:3.4|. Reported procedure: After adding 170 mg of Me3O+BF4− to a solution of 385 mg of 2-(3,4-dimethoxyphenyl)-2-[4-(5-methyl-[1,2,4]oxadiazol-3-yl)phenylamino]thioacetamide in 30 ml of dichloromethane under a nitrogen atmosphere, the mixture was stirred at room temperature for 18 hours. Next, 200 ml of ethyl acetate and 100 ml of a 5% aqueous sodium hydrogen carbonate solution were added to the reaction mixture. The organic layer was washed 100 ml of saturated brine and dried over anhydrous magnesium sulfate. The desicca... The solvent is CO (methanol). The product is C(#C)C=1C=C2C(CCC(C2=CC1)=O)(C)C (6-Ethynyl-4,4-dimethyl-1,2,3,4-tetrahydronaphthalene-1-one). As a reaction SMILES: [CH3:1][C:2]1([CH3:19])[C:11]2[C:6](=[CH:7][CH:8]=[C:9]([C:12]#[C:13][Si](C)(C)C)[CH:10]=2)[C:5](=[O:18])[CH2:4][CH2:3]1.CC1(C)C2C(=CC=C([Si](C)(C)C)C=2)C(=O)C(C#C)C1.C(=O)([O-])[O-].[K+].[K+]>CO>[C:12]([C:9]1[CH:10]=[C:11]2[C:6](=[CH:7][CH:8]=1)[C:5](=[O:18])[CH2:4][CH2:3][C:2]2([CH3:19])[CH3:1])#[CH:13] |f:2.3.4|. Yield: 93.0%. Procedure: A solution of 4,4-dimethyl-6-trimethylsilanylethynyl-1,2,3,4-tetrahydronaphthalene-1-one (Intermediate 12, 0.28 g, 1.03 mmol) in methanol (10 mL was treated with potassium carbonate (0.74 g, 5.35 mmol) and stirred at ambient temperature for 4 h. The volatiles were distilled off in vacuo and the residue was diluted with water and extracted with diethyl ether (×2). The combined organic extract was dried over anhydrous magnesium sulfate, filtered and evaporated in vacuo to afford the title compound... Reactants: CC1(CCC(C2=CC=C(C=C12)C#C[Si](C)(C)C)=O)C (4,4-dimethyl-6-trimethylsilanylethynyl-1,2,3,4-tetrahydronaphthalene-1-one), CC1(CC(C(C2=CC=C(C=C12)[Si](C)(C)C)=O)C#C)C (4,4-Dimethyl-6-trimethylsilanyl-ethynyl-1,2,3,4-tetrahydronaphthalene-1-one), C([O-])([O-])=O.[K+].[K+] (potassium carbonate). Conditions: time 4 hour. Yields the product ClC1=CC=C(C=C1)S(=O)C=1C(=C(SC1C1=NN=CN1)C1=CC(=NC=C1)NC(C)=O)C#N (N-{4-[4-[(4-chlorophenyl)sulfinyl]-3-cyano-5-(4H-1,2,4-triazol-3-yl)-2-thienyl]pyridin-2-yl}acetamide). Procedure details: N-(4-(4-(4-chlorophenylsulfinyl)-3-cyano-5-(1-(tetrahydro-2H-pyran-2-yl)-1H-1,2,4-triazol-3-yl)thiophen-2-yl)pyridin-2-yl)acetamide (0.0315 g, 0.0570 mmol) was dissolved in TFA (5.00 mL, 64.9 mmol). The mixture was stirred at room temperature for 1 hr, and the solvent was evaporated. 10 ml DCM was added to redissolve the material followed by the addition of triethylamine (1 mL). The solvent was evaporated off, and the mixture was purified by silica gel column. The eluent was 0-6% methanol in hex... Yield: 41.9%. Reaction conditions: time 1 hour. Reaction SMILES: [Cl:1][C:2]1[CH:7]=[CH:6][C:5]([S:8]([C:10]2[C:11]([C:36]#[N:37])=[C:12]([C:26]3[CH:31]=[CH:30][N:29]=[C:28]([NH:32][C:33](=[O:35])[CH3:34])[CH:27]=3)[S:13][C:14]=2[C:15]2[N:19]=[CH:18][N:17](C3CCCCO3)[N:16]=2)=[O:9])=[CH:4][CH:3]=1.C(O)(C(F)(F)F)=O>>[Cl:1][C:2]1[CH:7]=[CH:6][C:5]([S:8]([C:10]2[C:11]([C:36]#[N:37])=[C:12]([C:26]3[CH:31]=[CH:30][N:29]=[C:28]([NH:32][C:33](=[O:35])[CH3:34])[CH:27]=3)[S:13][C:14]=2[C:15]2[NH:19][CH:18]=[N:17][N:16]=2)=[O:9])=[CH:4][CH:3]=1. The reactants are ClC1=CC=C(C=C1)S(=O)C=1C(=C(SC1C1=NN(C=N1)C1OCCCC1)C1=CC(=NC=C1)NC(C)=O)C#N (N-(4-(4-(4-chlorophenylsulfinyl)-3-cyano-5-(1-(tetrahydro-2H-pyran-2-yl)-1H-1,2,4-triazol-3-yl)thiophen-2-yl)pyridin-2-yl)acetamide), C(=O)(C(F)(F)F)O (TFA). Reaction SMILES: [Br:1][CH:2]([c:3]1[n:4](-[c:28]2[cH:29][cH:30][c:31]([O:34][CH3:35])[cH:32][cH:33]2)[c:5](=[O:27])[c:6]([CH2:12][c:13]2[cH:14][cH:15][c:16](-[c:19]3[c:20]([C:25]#[N:26])[cH:21][cH:22][cH:23][cH:24]3)[cH:17][cH:18]2)[c:7]([CH2:9][CH2:10][CH3:11])[n:8]1)[Br:36].[CH3:38][CH2:39][CH2:40][CH2:41][N+:42]([CH2:43][CH2:44][CH2:45][CH3:46])([CH2:47][CH2:48][CH2:49][CH3:50])[CH2:51][CH2:52][CH2:53][CH3:54].[F-:37].[O:55]1[CH2:56][CH2:57][CH2:58][CH2:59]1>>[CH2:2]([c:3]1[n:4](-[c:28]2[cH:29][cH:30][c:31]([O:34][CH3:35])[cH:32][cH:33]2)[c:5](=[O:27])[c:6]([CH2:12][c:13]2[cH:14][cH:15][c:16](-[c:19]3[c:20]([C:25]#[N:26])[cH:21][cH:22][cH:23][cH:24]3)[cH:17][cH:18]2)[c:7]([CH2:9][CH2:10][CH3:11])[n:8]1)[F:37]. Product: CCCc1nc(CF)n(-c2ccc(OC)cc2)c(=O)c1Cc1ccc(-c2ccccc2C#N)cc1. Starting materials: CCCc1nc(C(Br)Br)n(-c2ccc(OC)cc2)c(=O)c1Cc1ccc(-c2ccccc2C#N)cc1, CCCC[N+](CCCC)(CCCC)CCCC, [F-], C1CCOC1. The reactants are O=C(O)CCc1nc(Cc2ccccc2)no1, C1CCOC1, NN. The product is NNC(=O)CCc1nc(Cc2ccccc2)no1. Reaction SMILES: [CH2:1]([c:2]1[cH:3][cH:4][cH:5][cH:6][cH:7]1)[c:8]1[n:9][o:10][c:11]([CH2:13][CH2:14][C:15](=[O:16])[OH:17])[n:12]1.[CH2:20]1[O:21][CH2:22][CH2:23][CH2:24]1.[NH2:18][NH2:19]>>[CH2:1]([c:2]1[cH:3][cH:4][cH:5][cH:6][cH:7]1)[c:8]1[n:9][o:10][c:11]([CH2:13][CH2:14][C:15](=[O:17])[NH:18][NH2:19])[n:12]1.